This data is from the Open Reaction Database (ORD), a public repository of structured organic reaction records. The task is: describe an organic reaction: reactants, conditions, products, and yield The reactants are BrC1=CC=CC(=N1)N (6-bromopyridin-2-amine), TEA, CC(C(=O)Cl)(C)C (2,2-dimethylpropionyl chloride). Run in C(Cl)Cl (DCM). Conditions: time 8 hour. Yields the product BrC1=CC=CC(=N1)NC(C(C)(C)C)=O (N-(6-bromopyridin-2-yl)-2,2-dimethylpropanamide). Isolated yield 91.0%. As a reaction SMILES: [Br:1][C:2]1[N:7]=[C:6]([NH2:8])[CH:5]=[CH:4][CH:3]=1.[CH3:9][C:10]([CH3:15])([CH3:14])[C:11](Cl)=[O:12]>C(Cl)Cl>[Br:1][C:2]1[N:7]=[C:6]([NH:8][C:11](=[O:12])[C:10]([CH3:15])([CH3:14])[CH3:9])[CH:5]=[CH:4][CH:3]=1. Reported procedure: To a solution of 6-bromopyridin-2-amine (10 g, 57.79 mmol, 1 eq.) in 150 ml of DCM were added TEA (17.54 g, 173.3 mmol, 3 eq.) and 2,2-dimethylpropionyl chloride (10.45 g, 86.69 mmol, 1.5 eq.) dropwise. The temperature rose slowly. The reaction was stirred overnight at r.t. The white solid was removed by filtration and the solvent was evaporated. The crude was dissolved in with EtOAc and washed with 0.1N aq. HCl, sat. aqueous NaHCO3. The organics were dried over MgSO4 and concentrated. The resul...